Dataset: the Open Reaction Database (ORD), a public repository of structured organic reaction records. Task: describe an organic reaction: reactants, conditions, products, and yield The reactants are C1(=CC=CC=C1)C1OC2=CC=CC=C2C=C1 (2-Phenyl-2H-chromene), B.C1CCOC1 (BH3-THF), [OH-].[Na+] (NaOH), OO (H2O2). Solvent: CCOCC (Et2O), O (H2O). Reaction conditions: temperature 23 celsius, time 12 hour. Product: C1(=CC=CC=C1)[C@H]1OC2=CC=CC=C2C[C@@H]1O ((2R,3S)-2-Phenylchroman-3-ol). The yield is 63.0%. Reaction SMILES: [C:1]1([CH:7]2[CH:16]=[CH:15][C:14]3[C:9](=[CH:10][CH:11]=[CH:12][CH:13]=3)[O:8]2)[CH:6]=[CH:5][CH:4]=[CH:3][CH:2]=1.B.C1C[O:21]CC1.[OH-].[Na+].OO>CCOCC.O>[C:1]1([C@@H:7]2[C@@H:16]([OH:21])[CH2:15][C:14]3[C:9](=[CH:10][CH:11]=[CH:12][CH:13]=3)[O:8]2)[CH:2]=[CH:3][CH:4]=[CH:5][CH:6]=1 |f:1.2,3.4|. Reported procedure: A solution of 2-phenyl-2H-chromene (2a) (167 mg, 0.8 mmol) and 1 molar BH3-THF (16 mL) was stirred for 2 h at 23° C. Solution was cooled to 0° C. before a 20% (w/w) aqueous solution of NaOH (4.8 mL) and 30% (w/w) aqueous solution of H2O2 (4.9 mL) were added. The reaction was slowly warmed to 23° C. and stirred for 12 h. The solution was then diluted with Et2O and H2O followed by acidification with 10% (w/w) aqueous HCl and extraction with Et2O. The organics were combined, dried over magnesium su... Starting materials: CC(Br)c1ccc(I)cc1, CC(C)(C)OC(=O)N1CCNC(=O)C1, [H-], [Na+], CN(C)C=O. The product is CC(c1ccc(I)cc1)N1CCN(C(=O)OC(C)(C)C)CC1=O. As a reaction SMILES: [Br:17][CH:18]([CH3:19])[c:20]1[cH:21][cH:22][c:23]([I:26])[cH:24][cH:25]1.[C:1](=[O:2])([O:3][C:4]([CH3:5])([CH3:6])[CH3:7])[N:8]1[CH2:9][C:10](=[O:14])[NH:11][CH2:12][CH2:13]1.[H-:16].[Na+:15].[O:27]=[CH:28][N:29]([CH3:30])[CH3:31]>>[C:1](=[O:2])([O:3][C:4]([CH3:5])([CH3:6])[CH3:7])[N:8]1[CH2:9][C:10](=[O:14])[N:11]([CH:18]([CH3:19])[c:20]2[cH:21][cH:22][c:23]([I:26])[cH:24][cH:25]2)[CH2:12][CH2:13]1. The product is C(C)(=O)OCC1=NOC(=N1)C(C1=CC(=C(C=C1)C1=CC=CC=C1)F)C (3-acetoxymethyl-5-(3-fluoro-4-phenyl-α-methylbenzyl)-1,2,4-oxadiazole). Solvent: O (water), CN(C)C=O (DMF). Conditions: time 8 hour. Isolated yield 67.7%. Reported procedure: To a solution of 1.32 g of 3-chloromethyl-5-(3-fluoro-4-phenyl-α-methylbenzyl)-1,2,4-oxadiazole in 30 ml of dry DMF was added 1.58 g of potassium acetate. After stirring at room temperature overnight, the reaction mixture was diluted with water and extracted with benzene. The organic phase was washed with water, dried over sodium sulfate and evaporated. The residue was chromatographed over silica gel using benzene to yield 0.96 g of 3-acetoxymethyl-5-(3-fluoro-4-phenyl-α-methylbenzyl)-1,2,4-oxad... As a reaction SMILES: Cl[CH2:2][C:3]1[N:7]=[C:6]([CH:8]([CH3:22])[C:9]2[CH:14]=[CH:13][C:12]([C:15]3[CH:20]=[CH:19][CH:18]=[CH:17][CH:16]=3)=[C:11]([F:21])[CH:10]=2)[O:5][N:4]=1.[C:23]([O-:26])(=[O:25])[CH3:24].[K+]>CN(C=O)C.O>[C:23]([O:26][CH2:2][C:3]1[N:7]=[C:6]([CH:8]([CH3:22])[C:9]2[CH:14]=[CH:13][C:12]([C:15]3[CH:20]=[CH:19][CH:18]=[CH:17][CH:16]=3)=[C:11]([F:21])[CH:10]=2)[O:5][N:4]=1)(=[O:25])[CH3:24] |f:1.2|. Reactants: ClCC1=NOC(=N1)C(C1=CC(=C(C=C1)C1=CC=CC=C1)F)C (3-chloromethyl-5-(3-fluoro-4-phenyl-α-methylbenzyl)-1,2,4-oxadiazole), C(C)(=O)[O-].[K+] (potassium acetate). The reactants are O=S1(N(CCC1)C1=NC=C(C(=O)OCC)C=C1)=O (ethyl 6-(1,1-dioxo-1λ6-isothiazolidin-2-yl)nicotinate), CC1=C(C=C(C(=C1)C)C)N1CCNCC1 (1-(2,4,5-trimethylphenyl)piperazine). Product: O=S1(N(CCC1)C1=CC=C(C=N1)C(=O)N1CCN(CC1)C1=C(C=C(C(=C1)C)C)C)=O ([6-(1,1-dioxo-1λ6-isothiazolidin-2-yl)pyridin-3-yl][4-(2,4,5-trimethylphenyl)piperazin-1-yl]methanone). Yield: 70.9%. RXN SMILES: [O:1]=[S:2]1(=[O:18])[CH2:6][CH2:5][CH2:4][N:3]1[C:7]1[CH:17]=[CH:16][C:10]([C:11]([O:13]CC)=O)=[CH:9][N:8]=1.[CH3:19][C:20]1[CH:25]=[C:24]([CH3:26])[C:23]([CH3:27])=[CH:22][C:21]=1[N:28]1[CH2:33][CH2:32][NH:31][CH2:30][CH2:29]1>>[O:18]=[S:2]1(=[O:1])[CH2:6][CH2:5][CH2:4][N:3]1[C:7]1[N:8]=[CH:9][C:10]([C:11]([N:31]2[CH2:32][CH2:33][N:28]([C:21]3[CH:22]=[C:23]([CH3:27])[C:24]([CH3:26])=[CH:25][C:20]=3[CH3:19])[CH2:29][CH2:30]2)=[O:13])=[CH:16][CH:17]=1. Procedure: Using ethyl 6-(1,1-dioxo-1λ6-isothiazolidin-2-yl)nicotinate (300 mg) described in Preparation Example 25 and 1-(2,4,5-trimethylphenyl)piperazine (249 mg) and by the reaction and treatment in the same manner as in Example 109, the title compound (337 mg) was obtained. The product is FC=1C=CC2=C(NC=3SC4=C(C3C(=N2)N2C[C@@H](N(CC2)C)CCC2=CC(=CC=C2)OC)C=CC=C4)C1 ((S)-9-Fluoro-5-{3-[2-(3-methoxy-phenyl)-ethyl]-4-methyl-piperazin-1-yl}-11H-12-thia-6,11-diaza-dibenzo[a,f]azulene). Procedure details: Using a method similar to the method of Example 543, using (S)-9-fluoro-5-{3-[2-(3-methoxy-phenyl)-ethyl]-piperazin-1-yl}-11H-12-thia-6,11-diaza-dibenzo[a,f]azulene (0.164 g, 0.337 mmol), sodium triacetoxyborohydride (0.107 g, 0.505 mmol), and aqueous formaldehyde (0.038 mL, 0.50 mmol) in dichloroethane gives the title compound (0.136 g): mass spectrum (APCI+, m/e): 501 (M+1). The solvent is ClC(C)Cl (dichloroethane). The yield is 80.6%. RXN SMILES: [F:1][C:2]1[CH:3]=[CH:4][C:5]2[N:14]=[C:13]([N:15]3[CH2:20][CH2:19][NH:18][C@@H:17]([CH2:21][CH2:22][C:23]4[CH:28]=[CH:27][CH:26]=[C:25]([O:29][CH3:30])[CH:24]=4)[CH2:16]3)[C:12]3[C:11]4[CH:31]=[CH:32][CH:33]=[CH:34][C:10]=4[S:9][C:8]=3[NH:7][C:6]=2[CH:35]=1.[C:36](O[BH-](OC(=O)C)OC(=O)C)(=O)C.[Na+].C=O>ClC(Cl)C>[F:1][C:2]1[CH:3]=[CH:4][C:5]2[N:14]=[C:13]([N:15]3[CH2:20][CH2:19][N:18]([CH3:36])[C@@H:17]([CH2:21][CH2:22][C:23]4[CH:28]=[CH:27][CH:26]=[C:25]([O:29][CH3:30])[CH:24]=4)[CH2:16]3)[C:12]3[C:11]4[CH:31]=[CH:32][CH:33]=[CH:34][C:10]=4[S:9][C:8]=3[NH:7][C:6]=2[CH:35]=1 |f:1.2|. The reactants are FC=1C=CC2=C(NC=3SC4=C(C3C(=N2)N2C[C@@H](NCC2)CCC2=CC(=CC=C2)OC)C=CC=C4)C1 ((S)-9-fluoro-5-{3-[2-(3-methoxy-phenyl)-ethyl]-piperazin-1-yl}-11H-12-thia-6,11-diaza-dibenzo[a,f]azulene), C(C)(=O)O[BH-](OC(C)=O)OC(C)=O.[Na+] (sodium triacetoxyborohydride), C=O (formaldehyde). Starting materials: C(C)(C)(C)OC(CN1C(NC2=C(C1=O)N=CC=C2)=O)=O ((2,4-Dioxo-1,4-dihydro-2H-pyrido[3,2-d]pyrimidin-3-yl)-acetic acid t-butyl ester), BrCC(=O)NC1=C(C=C(C(=C1)Cl)OC)OC (2-Bromo-N-(5-chloro-2,4-dimethoxy-phenyl)-acetamide), C(=O)([O-])[O-].[Cs+].[Cs+] (Cs2CO3), CN(C)C=O (DMF). Solvent: O (water). Run at time 2 hour. Yields the product C(C)(C)(C)OC(CN1C(N(C2=C(C1=O)N=CC=C2)CC(NC2=C(C=C(C(=C2)Cl)OC)OC)=O)=O)=O ({1-[(5-Chloro-2,4-dimethoxy-phenylcarbamoyl)-methyl]-2,4-dioxo-1,4-dihydro-2H-pyrido[3,2-d]pyrimidin-3-yl}-acetic acid tert-butyl ester). As a reaction SMILES: [C:1]([O:5][C:6](=[O:20])[CH2:7][N:8]1[C:13](=[O:14])[C:12]2[N:15]=[CH:16][CH:17]=[CH:18][C:11]=2[NH:10][C:9]1=[O:19])([CH3:4])([CH3:3])[CH3:2].Br[CH2:22][C:23]([NH:25][C:26]1[CH:31]=[C:30]([Cl:32])[C:29]([O:33][CH3:34])=[CH:28][C:27]=1[O:35][CH3:36])=[O:24].C([O-])([O-])=O.[Cs+].[Cs+].CN(C=O)C>O>[C:1]([O:5][C:6](=[O:20])[CH2:7][N:8]1[C:13](=[O:14])[C:12]2[N:15]=[CH:16][CH:17]=[CH:18][C:11]=2[N:10]([CH2:22][C:23](=[O:24])[NH:25][C:26]2[CH:31]=[C:30]([Cl:32])[C:29]([O:33][CH3:34])=[CH:28][C:27]=2[O:35][CH3:36])[C:9]1=[O:19])([CH3:4])([CH3:2])[CH3:3] |f:2.3.4|. Reported procedure: A 25 ml round bottomed flask charged with (2,4-Dioxo-1,4-dihydro-2H-pyrido[3,2-d]pyrimidin-3-yl)-acetic acid t-butyl ester (14.9 mg, 0.054 mmol), 2-Bromo-N-(5-chloro-2,4-dimethoxy-phenyl)-acetamide (26.5 mg, 0.06 mmol), and Cs2CO3 (50.9 mg, 0.11 mmol) is treated with DMF (3 ml) and the solution stirred at RT. After 2 hours, the reaction mixture is treated with water and stirred for 10 minutes. The product is extracted into EtOAc and washed with water (3×10 ml). The organic portions are dried (Mg... Starting materials: NCC1=NOC(=N1)C=1N=CN2C1[C@H]1N(C(C3=C2C=CC=C3Cl)=O)CC1 ((S)-1-(3-aminomethyl-1,2,4-oxadiazol-5-yl)-8-chloro-12,12a-dihydro-9H,11H-azeto[2,1-c]imidazo[1,5-a][1,4]benzodiazepin-9-one), C(C)N(C(C)C)C(C)C (N-ethyldiisopropylamine), BrCC=1C(=CC=CC1)CBr (α,α'-dibromo-o-xylene). Run in C(Cl)Cl (methylene chloride). Product: ClC1=CC=CC2=C1C(N1[C@H](C=3N2C=NC3C3=NC(=NO3)CN3CC2=CC=CC=C2C3)CC1)=O ((S)-8-chloro-12,12a-dihydro-1-(3-isoindolin-2-ylmethyl-1,2,4-oxadiazol-5-yl)-9H,11H-azeto[2,1-c]imidazo[1,5-a][1,4]benzodiazepin-9-one). Isolated yield 62.3%. RXN SMILES: [NH2:1][CH2:2][C:3]1[N:7]=[C:6]([C:8]2[N:9]=[CH:10][N:11]3[C:17]4[CH:18]=[CH:19][CH:20]=[C:21]([Cl:22])[C:16]=4[C:15](=[O:23])[N:14]4[CH2:24][CH2:25][C@H:13]4[C:12]=23)[O:5][N:4]=1.C(N(C(C)C)C(C)C)C.Br[CH2:36][C:37]1[C:38]([CH2:43]Br)=[CH:39][CH:40]=[CH:41][CH:42]=1>C(Cl)Cl>[Cl:22][C:21]1[C:16]2[C:15](=[O:23])[N:14]3[CH2:24][CH2:25][C@H:13]3[C:12]3[N:11]([CH:10]=[N:9][C:8]=3[C:6]3[O:5][N:4]=[C:3]([CH2:2][N:1]4[CH2:43][C:38]5[C:37](=[CH:42][CH:41]=[CH:40][CH:39]=5)[CH2:36]4)[N:7]=3)[C:17]=2[CH:18]=[CH:19][CH:20]=1. Reported procedure: 5 g (14 mmol) of (S)-1-(3-aminomethyl-1,2,4-oxadiazol-5-yl)-8-chloro-12,12a-dihydro-9H,11H-azeto[2,1-c]imidazo[1,5-a][1,4]benzodiazepin-9-one, 50 ml of methylene chloride, 12 ml (70 mmol) of N-ethyldiisopropylamine and 3.7 g (14 mmol) of α,α'-dibromo-o-xylene were stirred at room temperature for 72 hours. The reaction solution was washed three times with water, dried over magnesium sulfate and evaporated. The residue was chromatographed on 70 g of silica gel while eluting with methylene chloride...